Dataset: the Open Reaction Database (ORD), a public repository of structured organic reaction records. Task: describe an organic reaction: reactants, conditions, products, and yield As a reaction SMILES: C(C1C=C(C(C2N(C)N=C(C3C=CC=CC=3)N=2)O)C=CC=1)C.[CH3:23][N:24]1[CH:28]=[N:27][C:26]([C:29]2[CH:34]=[CH:33][CH:32]=[CH:31][CH:30]=2)=[N:25]1.[F:35][C:36]1[CH:43]=[C:42]([F:44])[C:41]([O:45][CH3:46])=[CH:40][C:37]=1[CH:38]=[O:39]>>[F:35][C:36]1[CH:43]=[C:42]([F:44])[C:41]([O:45][CH3:46])=[CH:40][C:37]=1[CH:38]([C:28]1[N:24]([CH3:23])[N:25]=[C:26]([C:29]2[CH:30]=[CH:31][CH:32]=[CH:33][CH:34]=2)[N:27]=1)[OH:39]. Yields the product FC1=C(C=C(C(=C1)F)OC)C(O)C=1N(N=C(N1)C1=CC=CC=C1)C ((2,4-difluoro-5-methoxyphenyl)(2-methyl-5-phenyl-2H-1,2,4-triazol-3-yl)methanol). The reactants are C(C)C=1C=C(C=CC1)C(O)C=1N(N=C(N1)C1=CC=CC=C1)C ((3-ethylphenyl)(2-methyl-5-phenyl-2H-1,2,4-triazol-3-yl)methanol), CN1N=C(N=C1)C1=CC=CC=C1 (1-methyl-3-phenyl-1H-1,2,4-triazole), FC1=C(C=O)C=C(C(=C1)F)OC (2,4-difluoro-5-methoxybenzaldehyde). Isolated yield 74.1%. Procedure: According to the procedure for Intermediate 370.2, 1-methyl-3-phenyl-1H-1,2,4-triazole (70 mg, 0.44 mmol) and Intermediate 391.1 (80 mg, 0.48 mmol) afforded 108 mg of Intermediate 391.2 as a white solid. LCMS 332.28 (M+H). The reactants are C1(CCCCC1)N=C=O (cyclohexyl isocyanate), ClC1=CC=C(C=C1)C=1N=CN(C1C1=CC=C(C=C1)Cl)COCC[Si](C)(C)C (4,5-di-(4-chlorophenyl)-1-(2-(trimethylsilyl)ethoxymethyl)imidazole). The product is C1(CCCCC1)NC(=O)C=1NC(=C(N1)C1=CC=C(C=C1)Cl)C1=CC=C(C=C1)Cl (N-Cyclohexyl-4,5-di-(4-chlorophenyl)imidazole-2-carboxamide). Reaction SMILES: [CH:1]1([N:7]=[C:8]=[O:9])[CH2:6][CH2:5][CH2:4][CH2:3][CH2:2]1.[Cl:10][C:11]1[CH:16]=[CH:15][C:14]([C:17]2[N:18]=[CH:19][N:20](COCC[Si](C)(C)C)[C:21]=2[C:22]2[CH:27]=[CH:26][C:25]([Cl:28])=[CH:24][CH:23]=2)=[CH:13][CH:12]=1>>[CH:1]1([NH:7][C:8]([C:19]2[NH:20][C:21]([C:22]3[CH:27]=[CH:26][C:25]([Cl:28])=[CH:24][CH:23]=3)=[C:17]([C:14]3[CH:13]=[CH:12][C:11]([Cl:10])=[CH:16][CH:15]=3)[N:18]=2)=[O:9])[CH2:6][CH2:5][CH2:4][CH2:3][CH2:2]1. Reported procedure: Using essentially the same procedure as Example 25, Step B–C, but using cyclohexyl isocyanate (0.027 mL, 0.21 mmol) in Step B, 4,5-di-(4-chlorophenyl)-1-(2-(trimethylsilyl)ethoxymethyl)imidazole (36 mg, 0.086 mmol) from Example 25, Step A was converted to the SEM intermediate and then to the title compound with TBAF. HPLC/MS: 414 (M+1), 416 (M+3); Rt=3.55 min.